This data is from the Open Reaction Database (ORD), a public repository of structured organic reaction records. The task is: describe an organic reaction: reactants, conditions, products, and yield Reactants: N#Cc1cccc(CBr)c1, CCO, CCOC(C)=O, CC(C)N, O=C(Cl)C(=O)Cl, [Na+], [Na+], O, O=S([O-])[O-]. The product is CC(C)NS(=O)(=O)Cc1cccc(C#N)c1. As a reaction SMILES: [Br:1][CH2:2][c:3]1[cH:4][c:5]([C:6]#[N:7])[cH:8][cH:9][cH:10]1.[CH3:27][CH2:28][OH:29].[CH3:31][CH2:32][O:33][C:34]([CH3:35])=[O:36].[CH:23]([CH3:24])([CH3:25])[NH2:26].[Cl:17][C:18]([C:19]([Cl:20])=[O:21])=[O:22].[Na+:15].[Na+:16].[OH2:30].[S:11](=[O:12])([O-:13])[O-:14]>>[CH2:2]([c:3]1[cH:4][c:5]([C:6]#[N:7])[cH:8][cH:9][cH:10]1)[S:11](=[O:12])(=[O:14])[NH:26][CH:23]([CH3:24])[CH3:25]. Reactants: CCOC(=O)c1[nH]c2cc(C(F)(F)F)c(OC)cc2c1C, CCO, Cl, [K+], [OH-], O. Yields the product COc1cc2c(C)c(C(=O)O)[nH]c2cc1C(F)(F)F. RXN SMILES: [CH2:1]([CH3:2])[O:3][C:4](=[O:5])[c:6]1[nH:7][c:8]2[cH:9][c:10]([C:18]([F:19])([F:20])[F:21])[c:11]([O:16][CH3:17])[cH:12][c:13]2[c:14]1[CH3:15].[CH3:25][CH2:26][OH:27].[ClH:24].[K+:23].[OH-:22].[OH2:28]>>[O:3]=[C:4]([OH:5])[c:6]1[nH:7][c:8]2[cH:9][c:10]([C:18]([F:19])([F:20])[F:21])[c:11]([O:16][CH3:17])[cH:12][c:13]2[c:14]1[CH3:15]. Reactants: Fc1ccccc1CBr, CC(C)(C)OC(=O)N1C(c2ccc(O)cc2)CCC12CCCNC2=O. Product: CC(C)(C)OC(=O)N1C(c2ccc(OCc3ccccc3F)cc2)CCC12CCCNC2=O. As a reaction SMILES: [F:26][c:27]1[c:28]([CH2:29][Br:30])[cH:31][cH:32][cH:33][cH:34]1.[OH:1][c:2]1[cH:3][cH:4][c:5]([CH:8]2[N:9]([C:19](=[O:20])[O:21][C:22]([CH3:23])([CH3:24])[CH3:25])[C:10]3([CH2:11][CH2:12]2)[C:13](=[O:18])[NH:14][CH2:15][CH2:16][CH2:17]3)[cH:6][cH:7]1>>[O:1]([c:2]1[cH:3][cH:4][c:5]([CH:8]2[N:9]([C:19](=[O:20])[O:21][C:22]([CH3:23])([CH3:24])[CH3:25])[C:10]3([CH2:11][CH2:12]2)[C:13](=[O:18])[NH:14][CH2:15][CH2:16][CH2:17]3)[cH:6][cH:7]1)[CH2:29][c:28]1[c:27]([F:26])[cH:34][cH:33][cH:32][cH:31]1. The reactants are C(C)(=O)OC(C)=O (acetic anhydride), O[C@@]1(CC2(C3=C(C=CC(=C3C1)OC)OC)SCCS2)CO ((S)-1',2',3',4'-tetrahydro-3'-hydoxy-3'-hydroxymethyl-5',8'-dimethoxyspiro[1,3-dithiolane-2,1'-naphthalene]), ice. Solvent: N1=CC=CC=C1 (pyridine). Conditions: time 20 hour. The product is C(C)(=O)OC[C@]1(CC2(C3=C(C=CC(=C3C1)OC)OC)SCCS2)O ((S)-3'-acetoxymethyl-1',2',3',4'-tetrahydro-3'-hydroxy-5',8'-dimethoxyspiro[1,3-dithiolane-2,1'-naphthalene]). Reaction SMILES: [OH:1][C@@:2]1([CH2:20][OH:21])[CH2:11][C:10]2[C:5](=[C:6]([O:14][CH3:15])[CH:7]=[CH:8][C:9]=2[O:12][CH3:13])[C:4]2([S:19][CH2:18][CH2:17][S:16]2)[CH2:3]1.[C:22](OC(=O)C)(=[O:24])[CH3:23]>N1C=CC=CC=1>[C:22]([O:21][CH2:20][C@:2]1([OH:1])[CH2:11][C:10]2[C:5](=[C:6]([O:14][CH3:15])[CH:7]=[CH:8][C:9]=2[O:12][CH3:13])[C:4]2([S:16][CH2:17][CH2:18][S:19]2)[CH2:3]1)(=[O:24])[CH3:23]. Procedure: 1.6 g of (S)-1',2',3',4'-tetrahydro-3'-hydoxy-3'-hydroxymethyl-5',8'-dimethoxyspiro[1,3-dithiolane-2,1'-naphthalene] were dissolved in 30 ml of dry pyridine and 1.5 g of acetic anhydride were added to the solution. The mixture was left to stand at room temperature for 20 hours and then poured into ice-cold 5-M sulphuric acid. The resulting mixture was extracted with ethyl acetate, the extracts were washed with water and sodium hydrogen carbonate solution, dried and evaporated to give (S)-3'-acet... The reactants are O=C(Cl)c1ccccc1, O=C([O-])O, CC1CNCCN1, CC(C)=O, [Na+], O. Product: CC1CN(C(=O)c2ccccc2)CCN1. Reaction SMILES: [C:13]([c:14]1[cH:15][cH:16][cH:17][cH:18][cH:19]1)(=[O:20])[Cl:21].[C:8](=[O:9])([OH:10])[O-:11].[CH3:1][CH:2]1[NH:3][CH2:4][CH2:5][NH:6][CH2:7]1.[CH3:23][C:24](=[O:25])[CH3:26].[Na+:12].[OH2:22]>>[CH3:1][CH:2]1[NH:3][CH2:4][CH2:5][N:6]([C:13]([c:14]2[cH:15][cH:16][cH:17][cH:18][cH:19]2)=[O:20])[CH2:7]1. Starting materials: C([O-])([O-])=O.[K+].[K+] (potassium carbonate), BrCC#N (bromoacetonitrile), CC=1C=C2C3=C(C=CC=C3N3C2=C(C1)OCC3C3=CC=CC=C3)O (5-methyl-1-phenyl-1,2-dihydro[1,4]oxazino[2,3,4-jk]carbazol-7-ol). Run in CN(C)C=O (DMF). Run at temperature 85 celsius. Yields the product CC=1C=C2C=3C(=CC=CC3N3C2=C(C1)OCC3C3=CC=CC=C3)OCC#N (2-[(5-methyl-1-phenyl-1,2-dihydro[1,4]oxazino[2,3,4-jk]carbazol-7-yl)oxy]acetonitrile). Yield: 45.5%. As a reaction SMILES: [CH3:1][C:2]1[CH:3]=[C:4]2[C:12]3=[C:13]([O:15][CH2:16][CH:17]([C:18]4[CH:23]=[CH:22][CH:21]=[CH:20][CH:19]=4)[N:11]3[C:10]3[C:5]2=[C:6]([OH:24])[CH:7]=[CH:8][CH:9]=3)[CH:14]=1.C(=O)([O-])[O-].[K+].[K+].Br[CH2:32][C:33]#[N:34]>CN(C=O)C>[CH3:1][C:2]1[CH:3]=[C:4]2[C:12]3=[C:13]([O:15][CH2:16][CH:17]([C:18]4[CH:19]=[CH:20][CH:21]=[CH:22][CH:23]=4)[N:11]3[C:10]3[CH:9]=[CH:8][CH:7]=[C:6]([O:24][CH2:32][C:33]#[N:34])[C:5]2=3)[CH:14]=1 |f:1.2.3|. Procedure: To a mixture of 5-methyl-1-phenyl-1,2-dihydro[1,4]oxazino[2,3,4-jk]carbazol-7-ol (1.3 g, 4.12 mmol) in DMF (15 mL) is added potassium carbonate (2.8 g, 20.6 mmol) and bromoacetonitrile (1.4 mL, 20.6 mmol). The mixture is heated at 85° C. for 1.5 h. The mixture is cooled and partitioned between water and CH2Cl2. The organic layer is washed twice with water (200 mL), dried over magnesium sulfate and concentrated. Column chromatography (100 g silica gel) using ethyl acetate/hexanes (20/80) eluent g...